This data is from the Open Reaction Database (ORD), a public repository of structured organic reaction records. The task is: describe an organic reaction: reactants, conditions, products, and yield Reactants: [Na] (sodium), C(C)(=O)NC(C(=O)OCC)C(=O)OCC (diethyl acetylaminomalonate), BrC(C(=O)OC)CC(=O)N (methyl 2-bromosuccinamate). Run in C(C)O (ethanol), C(C)O (ethanol). Run at time 2 hour. Yields the product C(C)(=O)NC(C1C(NC(C1)=O)=O)(C(=O)OCC)C(=O)OCC (3-[Acetylamino-di(ethoxycarbonyl)methyl]-2,5-dioxopyrrolidine). RXN SMILES: [Na].[C:2]([NH:5][CH:6]([C:12]([O:14][CH2:15][CH3:16])=[O:13])[C:7]([O:9][CH2:10][CH3:11])=[O:8])(=[O:4])[CH3:3].Br[CH:18]([CH2:23][C:24]([NH2:26])=[O:25])[C:19](OC)=[O:20]>C(O)C>[C:2]([NH:5][C:6]([C:12]([O:14][CH2:15][CH3:16])=[O:13])([C:7]([O:9][CH2:10][CH3:11])=[O:8])[CH:23]1[CH2:18][C:19](=[O:20])[NH:26][C:24]1=[O:25])(=[O:4])[CH3:3] |^1:0|. Procedure: In 1 l of ethanol was dissolved 31.6 g of sodium, and following addition of 300 g of diethyl acetylaminomalonate at room temperature, the mixture was stirred for 2 hours. To the reaction mixture, a solution of 144.5 g of methyl 2-bromosuccinamate in ethanol (350 ml) was added dropwise under ice-cooling and the mixture was stirred under ice-cooling for one hour and then at room temperature for an additional one hour. This reaction mixture was concentrated under reduced pressure, followed by addit... Reaction SMILES: [C:29]([CH3:30])([CH3:31])([CH3:32])[N:33]1[C:34](=[O:38])[NH:35][CH2:36][CH2:37]1.[CH3:55][c:56]1[cH:57][cH:58][cH:59][cH:60][cH:61]1.[Cu:62][I:63].[F:1][c:2]1[c:3](-[n:9]2[n:10][c:11](-[c:18]3[cH:19][cH:20][n:21][n:22]3-[c:23]3[cH:24][cH:25][cH:26][cH:27][cH:28]3)[c:12](=[O:17])[c:13]([O:15][CH3:16])[cH:14]2)[cH:4][cH:5][c:6]([I:8])[cH:7]1.[K+:52].[K+:53].[K+:54].[NH2:39][CH:40]1[CH2:41][CH2:42][CH2:43][CH2:44][CH:45]1[NH2:46].[P:47]([O-:48])([O-:49])([O-:50])=[O:51]>>[F:1][c:2]1[c:3](-[n:9]2[n:10][c:11](-[c:18]3[cH:19][cH:20][n:21][n:22]3-[c:23]3[cH:24][cH:25][cH:26][cH:27][cH:28]3)[c:12](=[O:17])[c:13]([O:15][CH3:16])[cH:14]2)[cH:4][cH:5][c:6]([N:35]2[C:34](=[O:38])[N:33]([C:29]([CH3:30])([CH3:31])[CH3:32])[CH2:37][CH2:36]2)[cH:7]1. Starting materials: CC(C)(C)N1CCNC1=O, Cc1ccccc1, [Cu]I, COc1cn(-c2ccc(I)cc2F)nc(-c2ccnn2-c2ccccc2)c1=O, [K+], [K+], [K+], NC1CCCCC1N, O=P([O-])([O-])[O-]. The product is COc1cn(-c2ccc(N3CCN(C(C)(C)C)C3=O)cc2F)nc(-c2ccnn2-c2ccccc2)c1=O. Starting materials: OP(=O)(O)[O-].[K+] (KH2PO4), [H-].[Na+] (Sodium hydride), N[C@H]1CC[C@H](CC1)C(=O)O (cis-4-amino-1-cyclohexanecarboxylic acid), ClC1=CC(OC2=C(C(=CC=C12)OC)OC1CCCC1)=O (4-chloro-8-(cyclopentyloxy)-7-methoxy-2H-chromen-2-one). Solvent: CS(=O)C (DMSO). Reaction conditions: time 10 minute. Product: C1(CCCC1)OC=1C(=CC=C2C(=CC(OC12)=O)N[C@H]1CC[C@H](CC1)C(=O)O)OC (cis-4-(8-(cyclopentyloxy)-7-methoxy-2-oxo-2H-chromen-4-ylamino)cyclohexanecarboxylic acid). As a reaction SMILES: [H-].[Na+].[NH2:3][C@@H:4]1[CH2:9][CH2:8][C@H:7]([C:10]([OH:12])=[O:11])[CH2:6][CH2:5]1.Cl[C:14]1[C:23]2[C:18](=[C:19]([O:26][CH:27]3[CH2:31][CH2:30][CH2:29][CH2:28]3)[C:20]([O:24][CH3:25])=[CH:21][CH:22]=2)[O:17][C:16](=[O:32])[CH:15]=1.OP([O-])(O)=O.[K+]>CS(C)=O>[CH:27]1([O:26][C:19]2[C:20]([O:24][CH3:25])=[CH:21][CH:22]=[C:23]3[C:18]=2[O:17][C:16](=[O:32])[CH:15]=[C:14]3[NH:3][C@@H:4]2[CH2:9][CH2:8][C@H:7]([C:10]([OH:12])=[O:11])[CH2:6][CH2:5]2)[CH2:28][CH2:29][CH2:30][CH2:31]1 |f:0.1,4.5|. Procedure: Sodium hydride (50 mg, 60%, 1.25 mmol) was added to a solution of cis-4-amino-1-cyclohexanecarboxylic acid (83 mg, 0.580 mmol) and anhydrous DMSO (2 mL) at rt under N2. After 10 min, 4-chloro-8-(cyclopentyloxy)-7-methoxy-2H-chromen-2-one (114 mg, 0.387 mmol, Example 7, Step 1) was added, and the mixture was stirred for 3 d, poured into 1M KH2PO4 and extracted with ethyl acetate. The extract was dried, filtered, concentrated, and purified by reverse-phase HPLC (30→100% MeCN/H2O) to give cis-4-(8-...